Dataset: the Open Reaction Database (ORD), a public repository of structured organic reaction records. Task: describe an organic reaction: reactants, conditions, products, and yield Starting materials: C(C)(=O)Cl (Acetyl chloride), CN1N=C2N=C(NC(C2=C1N)=O)C(C)(C)C (2-methyl-3-amino-6-t-butyl-2,5-dihydropyrazolo[3,4-d]-pyrimidin-4-one). Run in N1=CC=CC=C1 (pyridine). The product is CN1N=C2N=C(NC(C2=C1NC(C)=O)=O)C(C)(C)C (2-Methyl-3-acetylamino-6-t-butyl-2,5-dihydropyrazolo[3,4-d]-pyrimidin-4-one). RXN SMILES: [C:1](Cl)(=[O:3])[CH3:2].[CH3:5][N:6]1[C:14]([NH2:15])=[C:13]2[C:8]([N:9]=[C:10]([C:17]([CH3:20])([CH3:19])[CH3:18])[NH:11][C:12]2=[O:16])=[N:7]1>N1C=CC=CC=1>[CH3:5][N:6]1[C:14]([NH:15][C:1](=[O:3])[CH3:2])=[C:13]2[C:8]([N:9]=[C:10]([C:17]([CH3:20])([CH3:19])[CH3:18])[NH:11][C:12]2=[O:16])=[N:7]1. Procedure: Acetyl chloride (3.8 g) was added slowly to a suspension of 2-methyl-3-amino-6-t-butyl-2,5-dihydropyrazolo[3,4-d]-pyrimidin-4-one (10.5 g) in pyridine (50 ml). The solution was left to cool overnight and then concentrated to an oil which was dissolved in 0.5 N hydrochloric acid (20 ml). Scratching induced crystallisation. The precipitate was recrystallised from 80:20 ethanol:water (1.5 g, 12%) m.p. 340°-42° decomposition. Reactants: CN1CCOC=2C(=C3C=CNC3=CC2)C1 (2-methyl-1,3,4,8-tetrahydro-2H-[1,4]oxazepino[6,7-e]indole), CN1CCOC=2C(=C3C=CNC3=CC2)C1 (2-methyl-1,3,4,8-tetrahydro-2H-[1,4]oxazepino[6,7-e]indole), [H-].[Na+] (sodium hydride), C1(=CC=CC=C1)S(=O)(=O)Cl (benzenesulfonyl chloride), Cl (HCl). Solvent: CN(C)C=O (DMF), C(=O)([O-])[O-].[Na+].[Na+] (Na2CO3), C(C)OCC (diethylether). Run at time 8 hour. Product: CN1CCOC=2C(=C3C=CN(C3=CC2)S(=O)(=O)C2=CC=CC=C2)C1 (2-Methyl-8-(phenylsulfonyl)-1,3,4,8-tetrahydro-2H-[1,4]oxazepino[6,7-e]indole). Isolated yield 47.6%. RXN SMILES: [CH3:1][N:2]1[CH2:15][C:7]2=[C:8]3[C:12](=[CH:13][CH:14]=[C:6]2[O:5][CH2:4][CH2:3]1)[NH:11][CH:10]=[CH:9]3.[H-].[Na+].[C:18]1([S:24](Cl)(=[O:26])=[O:25])[CH:23]=[CH:22][CH:21]=[CH:20][CH:19]=1.Cl>C([O-])([O-])=O.[Na+].[Na+].C(OCC)C.CN(C=O)C>[CH3:1][N:2]1[CH2:15][C:7]2=[C:8]3[C:12](=[CH:13][CH:14]=[C:6]2[O:5][CH2:4][CH2:3]1)[N:11]([S:24]([C:18]1[CH:23]=[CH:22][CH:21]=[CH:20][CH:19]=1)(=[O:26])=[O:25])[CH:10]=[CH:9]3 |f:1.2,5.6.7|. Reported procedure: DMF (15 mL) was added to a vial containing 2-methyl-1,3,4,8-tetrahydro-2H-[1,4]oxazepino[6,7-e]indole (Intermediate 6, 0.250 g, 1.24 mmol) and sodium hydride (60% in mineral oil, 0.100 g, 2.50 mmol). The mixture was stirred for 20 minutes at room temperature before benzenesulfonyl chloride (0.327 g, 1.85 mmol) was added. The reaction was allowed to stir for 30 minutes before 2 M HCl (0.5 mL) was added and the mixture was diluted with 1 M Na2CO3 and diethylether. The organic phase was washed with... Starting materials: ClC1=CC=C(N)C=C1 (4-chloroaniline), C(C)O (ethanol), NC(=O)N (urea), C(N)(OCC)=O (ethyl carbamate). The solvent is ClC1=CC=CC=C1 (chlorobenzene). Yields the product C(C)OC(NC1=CC=C(C=C1)Cl)=O (N-(4-chlorophenyl)-carbamic acid ethyl ester). As a reaction SMILES: [Cl:1][C:2]1[CH:8]=[CH:7][C:5]([NH2:6])=[CH:4][CH:3]=1.NC(N)=O.[C:13](=[O:18])([O:15][CH2:16][CH3:17])N.C(O)C>ClC1C=CC=CC=1>[CH2:16]([O:15][C:13](=[O:18])[NH:6][C:5]1[CH:7]=[CH:8][C:2]([Cl:1])=[CH:3][CH:4]=1)[CH3:17]. Procedure details: Following the procedure described in Example 1, 638 g of 4-chloroaniline, 240 g of urea, 89 g of ethyl carbamate, 625 g of ethanol (approximately 96%) and 1400 g of chlorobenzene were reacted for 6.5 hours at 200° C. in the pressure apparatus described in Example 1. After the apparatus had been cooled and vented, the reaction mixture was removed. Excess ethanol was removed by fractional distillation at atmospheric pressure. The mixture (while being stirred) was then exposed to hydrogen chloride ... Reactants: N-Aryl-benzenesulfonamides, NC1=C(C=C(C=C1)Cl)C(=O)C=1C=NC=CC1 ((2-amino-5-chloro-phenyl)-pyridin-3-yl-methanone), C(C)(C)OC1=CC=C(C=C1)S(=O)(=O)Cl (4-isopropoxy-benzenesulfonyl chloride). Product: ClC1=CC(=C(C=C1)NS(=O)(=O)C1=CC=C(C=C1)OC(C)C)C(=O)C=1C=NC=CC1 (N-[4-Chloro-2-(pyridine-3-carbonyl)-phenyl]-4-isopropoxy-benzenesulfonamide). RXN SMILES: [NH2:1][C:2]1[CH:7]=[CH:6][C:5]([Cl:8])=[CH:4][C:3]=1[C:9]([C:11]1[CH:12]=[N:13][CH:14]=[CH:15][CH:16]=1)=[O:10].[CH:17]([O:20][C:21]1[CH:26]=[CH:25][C:24]([S:27](Cl)(=[O:29])=[O:28])=[CH:23][CH:22]=1)([CH3:19])[CH3:18]>>[Cl:8][C:5]1[CH:6]=[CH:7][C:2]([NH:1][S:27]([C:24]2[CH:23]=[CH:22][C:21]([O:20][CH:17]([CH3:19])[CH3:18])=[CH:26][CH:25]=2)(=[O:29])=[O:28])=[C:3]([C:9]([C:11]2[CH:12]=[N:13][CH:14]=[CH:15][CH:16]=2)=[O:10])[CH:4]=1. Reported procedure: The title compound was prepared according to the general procedure for the synthesis of N-Aryl-benzenesulfonamides previously described using (2-amino-5-chloro-phenyl)-pyridin-3-yl-methanone and 4-isopropoxy-benzenesulfonyl chloride and purified by HPLC. 1H NMR (CDCl3): δ 1.19 (s, 3H), 1.20 (s, 3H), 4.35-4.38 (m, 1H), 6.63 (d, J=9.2 Hz, 2H), 7.24 (m, 2H), 7.35-7.38 (m, 1 H), 7.43 (d, J=2.4 Hz, 1H), 7.45-7.49 (m, 2H), 7.62 (d, J=8.8 Hz, 1H), 7.70-7.73 (m, 1H), 8.51 (bs, 1H), 8.68 (bs, 1H), MS: M/... The reactants are BrC=1C(=NC=CC1)OC1=CC=C(N)C=C1 (4-(3-bromopyridin-2-yloxy)aniline), BrC1=NC=CC=C1C (2-bromo-3-methylpyridine), crude product. Reaction conditions: temperature 160 celsius, time 3 hour. Yields the product BrC=1C(=NC=CC1)OC1=CC=C(C=C1)NC1=NC=CC=C1C (N-(4-(3-bromopyridin-2-yloxy)phenyl)-3-methylpyridin-2-amine). RXN SMILES: [Br:1][C:2]1[C:3]([O:8][C:9]2[CH:15]=[CH:14][C:12]([NH2:13])=[CH:11][CH:10]=2)=[N:4][CH:5]=[CH:6][CH:7]=1.Br[C:17]1[C:22]([CH3:23])=[CH:21][CH:20]=[CH:19][N:18]=1>>[Br:1][C:2]1[C:3]([O:8][C:9]2[CH:15]=[CH:14][C:12]([NH:13][C:17]3[C:22]([CH3:23])=[CH:21][CH:20]=[CH:19][N:18]=3)=[CH:11][CH:10]=2)=[N:4][CH:5]=[CH:6][CH:7]=1. Procedure: To a 35 ml pressure vessel was added 4-(3-bromopyridin-2-yloxy)aniline (0.7095 g, 2.68 mmol) and 2-bromo-3-methylpyridine (0.575 mL, 3.35 mmol) to stir at 160° C. for 3 hours. Upon completion, the crude product was adsorbed onto a plug of silica gel and chromatographed to provide N-(4-(3-bromopyridin-2-yloxy)phenyl)-3-methylpyridin-2-amine. MS (ESI, pos. ion) m/z: 356.0.